describe an organic reaction: reactants, conditions, products, and yield From a dataset of the Open Reaction Database (ORD), a public repository of structured organic reaction records. The reactants are CS(=O)(=O)OCC#CCOc1ccccc1, CC(C)(C)OC(=O)N1CCC(c2ccc(O)cc2)C(O)C1. The product is CC(C)(C)OC(=O)N1CCC(c2ccc(OCC#CCOc3ccccc3)cc2)C(O)C1. Reaction SMILES: [CH3:22][S:23]([O:24][CH2:27][C:28]#[C:29][CH2:30][O:31][c:32]1[cH:33][cH:34][cH:35][cH:36][cH:37]1)(=[O:25])=[O:26].[OH:1][CH:2]1[CH2:3][N:4]([C:15](=[O:16])[O:17][C:18]([CH3:19])([CH3:20])[CH3:21])[CH2:5][CH2:6][CH:7]1[c:8]1[cH:9][cH:10][c:11]([OH:14])[cH:12][cH:13]1>>[OH:1][CH:2]1[CH2:3][N:4]([C:15](=[O:16])[O:17][C:18]([CH3:19])([CH3:20])[CH3:21])[CH2:5][CH2:6][CH:7]1[c:8]1[cH:9][cH:10][c:11]([O:14][CH2:27][C:28]#[C:29][CH2:30][O:31][c:32]2[cH:33][cH:34][cH:35][cH:36][cH:37]2)[cH:12][cH:13]1. Reactants: C(=O)C1=C(C=C(S1)C(=O)O)C (5-formyl-4-methyl-thiophene-2-carboxylic acid), C(C)(=O)O[BH-](OC(C)=O)OC(C)=O.[Na+] (sodium triacetoxyborohydride), C(C)NCC (diethylamine), C(C)(=O)O (acetic acid). Run in C1CCOC1 (THF). Run at time 16 hour. Yields the product C(C)N(CC)CC1=C(C=C(S1)C(=O)O)C (5-Diethylaminomethyl-4-methyl-thiophene-2-carboxylic acid). Yield: 53.8%. RXN SMILES: [CH:1]([C:3]1[S:7][C:6]([C:8]([OH:10])=[O:9])=[CH:5][C:4]=1[CH3:11])=O.[CH2:12]([NH:14][CH2:15][CH3:16])[CH3:13].C(O)(=O)C.C(O[BH-](OC(=O)C)OC(=O)C)(=O)C.[Na+]>C1COCC1>[CH2:12]([N:14]([CH2:1][C:3]1[S:7][C:6]([C:8]([OH:10])=[O:9])=[CH:5][C:4]=1[CH3:11])[CH2:15][CH3:16])[CH3:13] |f:3.4|. Procedure details: To a solution of 5-formyl-4-methyl-thiophene-2-carboxylic acid (6.90 g, 40.5 mmol) in THF (150 mL), diethylamine (5.93 g, 81.1 mmol) and acetic acid (10 mL) followed by sodium triacetoxyborohydride (14.32 g, 60.8 mmol) is added. The mixture becomes slightly warm. The reaction mixture is stirred at rt for 16 h before it is concentrated and separated by CC on silica gel eluting with EA containing 0-50% of methanol to give the title compound (4.95 g) containing large amount of diethylammonium salts... The reactants are C(#N)C(C)(C)NS(=O)(=O)CCS(=O)C (N-(2-cyano-2-propyl)-2-methylsulfinylethylsulfonamide), ClC(C(Cl)Cl)(SCl)Cl (1,1,2,2-tetrachloroethylsulfenyl chloride), solution, [OH-].[Na+] (sodium hydroxide). The reagents and catalysts are [Cl-].C(C1=CC=CC=C1)[N+](CC)(CC)CC (benzyltriethylammonium chloride). The solvent is C(Cl)Cl (methylene chloride). Product: ClC(C(Cl)Cl)(SN(S(=O)(=O)CCS(=O)C)C(C)(C)C#N)Cl (N-(1,1,2,2-tetrachloroethylthio)-N-(2-cyano-2-propyl)-2-methylsulfinylethylsulfonamide). Yield: 65.3%. Reaction SMILES: [C:1]([C:3]([NH:6][S:7]([CH2:10][CH2:11][S:12]([CH3:14])=[O:13])(=[O:9])=[O:8])([CH3:5])[CH3:4])#[N:2].[Cl:15][C:16]([Cl:22])([S:20]Cl)[CH:17]([Cl:19])[Cl:18].[OH-].[Na+]>[Cl-].C([N+](CC)(CC)CC)C1C=CC=CC=1.C(Cl)Cl>[Cl:15][C:16]([Cl:22])([S:20][N:6]([C:3]([C:1]#[N:2])([CH3:5])[CH3:4])[S:7]([CH2:10][CH2:11][S:12]([CH3:14])=[O:13])(=[O:9])=[O:8])[CH:17]([Cl:19])[Cl:18] |f:2.3,4.5|. Reported procedure: A stirred mixture of 2.38 g (0.01 moles) N-(2-cyano-2-propyl)-2-methylsulfinylethylsulfonamide (Example 29), 2.85 g (0.0109 moles) of 89.9% technical 1,1,2,2-tetrachloroethylsulfenyl chloride and a catalytic amount (about 0.25 g) of benzyltriethylammonium chloride in 30 ml methylene chloride was warmed until a solution was obtained. To that mixture, 0.96 g of a 50% solution of sodium hydroxide which had been diluted to 5 ml was added at once. The reaction mixture was stirred at reflux for four h...